Task: describe an organic reaction: reactants, conditions, products, and yield. Dataset: the Open Reaction Database (ORD), a public repository of structured organic reaction records The reactants are O=C1COc2cc(F)ccc2N1, O, O=[N+]([O-])O, O=S(=O)(O)O. Yields the product O=C1COc2cc(F)c([N+](=O)[O-])cc2N1. Reaction SMILES: [F:1][c:2]1[cH:3][c:4]2[c:5]([cH:11][cH:12]1)[NH:6][C:7](=[O:10])[CH2:8][O:9]2.[OH2:17].[OH:13][N+:14]([O-:15])=[O:16].[S:18](=[O:19])(=[O:20])([OH:21])[OH:22]>>[F:1][c:2]1[cH:3][c:4]2[c:5]([cH:11][c:12]1[N+:14](=[O:13])[O-:15])[NH:6][C:7](=[O:10])[CH2:8][O:9]2. Starting materials: CCC(=O)C1=C(O)CC(c2c(C)cc(C)c(N)c2C)CC1=O, CCOC(C)=O, CC(=O)O, N#CO[K], O. The product is CCC(=O)C1=C(O)CC(c2c(C)cc(C)c(NC(N)=O)c2C)CC1=O. As a reaction SMILES: [C:5]([CH2:6][CH3:7])(=[O:8])[C:9]1=[C:14]([OH:15])[CH2:13][CH:12]([c:16]2[c:17]([CH3:25])[c:18]([NH2:24])[c:19]([CH3:23])[cH:20][c:21]2[CH3:22])[CH2:11][C:10]1=[O:26].[CH3:27][CH2:28][O:29][C:30](=[O:31])[CH3:32].[CH3:34][C:35](=[O:36])[OH:37].[K:1][O:2][C:3]#[N:4].[OH2:33]>>[O:2]=[C:3]([NH2:4])[NH:24][c:18]1[c:17]([CH3:25])[c:16]([CH:12]2[CH2:11][C:10](=[O:26])[C:9]([C:5]([CH2:6][CH3:7])=[O:8])=[C:14]([OH:15])[CH2:13]2)[c:21]([CH3:22])[cH:20][c:19]1[CH3:23].